This data is from the Open Reaction Database (ORD), a public repository of structured organic reaction records. The task is: describe an organic reaction: reactants, conditions, products, and yield Starting materials: C1CSCC=2C=CC=C3[C@H]4[C@@H](N1C23)CCNC4 ((7bR,11aS)-1,2,7b,8,9,10,11,11a-octahydro-4H-pyrido[4,3-b][1,4]thiazepino[6,5,4-hi]indole), ClCCCOC1=CC=C(C=C1)F (1-(3-chloropropoxy)-4-fluorobenzene). Yields the product FC1=CC=C(OCCCN2C[C@@H]3[C@@H](N4C5=C(C=CC=C35)CSCC4)CC2)C=C1 ((7bR,11aS)-9-[3-(4-fluorophenoxy)propyl]-1,2,7b,8,9,10,11,11a-octahydro-4H-pyrido[4,3-b][1,4]thiazepino[6,5,4-hi]indole). As a reaction SMILES: [CH2:1]1[N:12]2[C:13]3[C:9]([C@@H:10]4[CH2:17][NH:16][CH2:15][CH2:14][C@@H:11]42)=[CH:8][CH:7]=[CH:6][C:5]=3[CH2:4][S:3][CH2:2]1.Cl[CH2:19][CH2:20][CH2:21][O:22][C:23]1[CH:28]=[CH:27][C:26]([F:29])=[CH:25][CH:24]=1>>[F:29][C:26]1[CH:27]=[CH:28][C:23]([O:22][CH2:21][CH2:20][CH2:19][N:16]2[CH2:15][CH2:14][C@@H:11]3[N:12]4[CH2:1][CH2:2][S:3][CH2:4][C:5]5[CH:6]=[CH:7][CH:8]=[C:9]([C:13]4=5)[C@@H:10]3[CH2:17]2)=[CH:24][CH:25]=1. Procedure details: The title compound of EXAMPLE 5 was prepared from (7bR,11aS)-1,2,7b,8,9,10,11,11a-octahydro-4H-pyrido[4,3-b][1,4]thiazepino[6,5,4-hi]indole and 1-(3-chloropropoxy)-4-fluorobenzene following the procedure described in EXAMPLE 4. 1H NMR(CDCl3, 300 MHz): δ 7.0-6.78 (m, 6H) 6.65 (t, 1H, J=7.3 Hz), 3.95 (t, 2H, J=6.2 Hz), 3.84 (dd, 2H, J=16.4 Hz), 3.59 (m, 2H), 3.25 (m, 2H), 3.15 (m, 2H), 2.85 (m, 2H), 2.65 (m, 2H), 2.45 (m, 4H), 2.30 (m, 2H) ppm. LRMS (ES)+: 399 (M+H)+. Starting materials: ClC1=NC=NC2=CC(=CC=C12)Cl (4,7-dichloroquinazoline), COC1=CC=C(C=C1)N (p-anisidine). Run in C(C)O (ethanol). Product: Cl.ClC1=CC=C2C(=NC=NC2=C1)NC1=CC=C(C=C1)OC (7-Chloro-4-(4'-methoxyanilino)quinazoline hydrochloride). Isolated yield 25.7%. RXN SMILES: [Cl:1][C:2]1[C:11]2[C:6](=[CH:7][C:8]([Cl:12])=[CH:9][CH:10]=2)[N:5]=[CH:4][N:3]=1.[CH3:13][O:14][C:15]1[CH:20]=[CH:19][C:18]([NH2:21])=[CH:17][CH:16]=1>C(O)C>[ClH:1].[Cl:12][C:8]1[CH:7]=[C:6]2[C:11]([C:2]([NH:21][C:18]3[CH:19]=[CH:20][C:15]([O:14][CH3:13])=[CH:16][CH:17]=3)=[N:3][CH:4]=[N:5]2)=[CH:10][CH:9]=1 |f:3.4|. Procedure: 5 ml of ethanol were added to a mixture of 4.8 g of 4,7-dichloroquinazoline and 3.0 g of p-anisidine. The resulting mixture was heated, whereupon the solids dissolved and the reaction mixture immediately then solidified. After cooling, the solidified product was collected and washed with ethanol and the resulting crystals were recrystallized from ethanol, giving 2.0 g (yield 62%) of the desired Compound No. 10 in the form of a fine pale yellow powder having a melting point of 276°-279° C. (with ... Reactants: ClC1=C(COC=2C=3N(C=CC2)C=C(N3)C)C(=CC=C1)Cl (8-(2,6-dichlorobenzyloxy)-2-methylimidazo[1,2-a]pyridine), ClN1C(CCC1=O)=O (N-chlorosuccinimide), O (water). Solvent: C(C)O (ethanol). Yields the product ClC1=C(N=C2N1C=CC=C2OCC2=C(C=CC=C2Cl)Cl)C (3-chloro-8-(2,6-dichlorobenzyloxy)-2-methylimidazo[1,2-a]pyridine). The yield is 56.6%. As a reaction SMILES: [Cl:1][C:2]1[CH:19]=[CH:18][CH:17]=[C:16]([Cl:20])[C:3]=1[CH2:4][O:5][C:6]1[C:7]2[N:8]([CH:12]=[C:13]([CH3:15])[N:14]=2)[CH:9]=[CH:10][CH:11]=1.[Cl:21]N1C(=O)CCC1=O.O>C(O)C>[Cl:21][C:12]1[N:8]2[CH:9]=[CH:10][CH:11]=[C:6]([O:5][CH2:4][C:3]3[C:16]([Cl:20])=[CH:17][CH:18]=[CH:19][C:2]=3[Cl:1])[C:7]2=[N:14][C:13]=1[CH3:15]. Reported procedure: To a solution of 8-(2,6-dichlorobenzyloxy)-2-methylimidazo[1,2-a]pyridine (100 mg) in ethanol (2 ml) was added in one portion N-chlorosuccinimide (65.3 mg) at ambient temperature. After stirring for 1 hour at the same temperature, water was added thereto, and the mixture was extracted with methylene chloride. The organic layer was washed with brine, dried and concentrated in vacuo. The residue was subjected to a column chromatography on silica gel eluting with 1% solution of methanol in methylen... The reactants are C(=O)C=1C=C(C=CC1)N1N=C(C=C1C(=O)NCC1=C(C=CC=C1)OC)C(F)(F)F (1-(3-Formylphenyl)-N-(2-methoxybenzyl)-3-(trifluoromethyl)-1H-pyrazole-5-carboxamide), C[Mg]Br (methyl magnesium bromide). Run in C1CCOC1 (THF). Run at temperature 0 celsius. Product: OC(C)C=1C=C(C=CC1)N1N=C(C=C1C(=O)NCC1=C(C=CC=C1)OC)C(F)(F)F (1-(3-(1-hydroxyethyl)phenyl)-N-(2-methoxybenzyl)-3-(trifluoromethyl)-1H-pyrazole-5-carboxamide). Isolated yield 81.3%. Reaction SMILES: [CH:1]([C:3]1[CH:4]=[C:5]([N:9]2[C:13]([C:14]([NH:16][CH2:17][C:18]3[CH:23]=[CH:22][CH:21]=[CH:20][C:19]=3[O:24][CH3:25])=[O:15])=[CH:12][C:11]([C:26]([F:29])([F:28])[F:27])=[N:10]2)[CH:6]=[CH:7][CH:8]=1)=[O:2].[CH3:30][Mg]Br>C1COCC1>[OH:2][CH:1]([C:3]1[CH:4]=[C:5]([N:9]2[C:13]([C:14]([NH:16][CH2:17][C:18]3[CH:23]=[CH:22][CH:21]=[CH:20][C:19]=3[O:24][CH3:25])=[O:15])=[CH:12][C:11]([C:26]([F:28])([F:29])[F:27])=[N:10]2)[CH:6]=[CH:7][CH:8]=1)[CH3:30]. Procedure: To a solution of 149 (764.1 mg, 1.894 mmol) in THF (18.9 ml) 78° C. was added drop-wise a solution of methyl magnesium bromide (1.579 ml, 4.74 mmol). The temperature was allowed to slowly warm to 0° C. and the reaction was stirred an additional hour at 0° C., then it was quenched with water and extracted with EtOAc. The organic layer was dried over Na2SO4 and concentrated and the residue was purified by chromatography (Biotage, 20 to 70% EtOAc in hexane) to afford 153 (646 mg, 1.54 mmol, 87%) as... Reactants: ClC1=NC=2C=3N(C(CC2C=C1)CSC)C=1C=CC=C(C1C3)F (2-chloro-11-fluoro-6-((methylthio)methyl)-5,6-dihydroindolo[1,2-h][1,7]naphthyridine), OOS(=O)[O-].[K+] (Oxone), CO (MeOH). Run in O (H2O), O (water). Reaction conditions: temperature 25 celsius, time 24 hour. The product is ClC1=NC=2C=3N(C(CC2C=C1)CS(=O)(=O)C)C=1C=CC=C(C1C3)F (2-chloro-11-fluoro-6-((methylsulfonyl)methyl)-5,6-dihydroindolo[1,2-h][1,7]naphthyridine). Yield: 64.0%. RXN SMILES: [Cl:1][C:2]1[CH:11]=[CH:10][C:9]2[CH2:8][CH:7]([CH2:12]SC)[N:6]3[C:15]4[CH:16]=[CH:17][CH:18]=[C:19]([F:22])[C:20]=4[CH:21]=[C:5]3[C:4]=2[N:3]=1.O[O:24][S:25]([O-:27])=O.[K+].[CH3:29]O>O>[Cl:1][C:2]1[CH:11]=[CH:10][C:9]2[CH2:8][CH:7]([CH2:12][S:25]([CH3:29])(=[O:27])=[O:24])[N:6]3[C:15]4[CH:16]=[CH:17][CH:18]=[C:19]([F:22])[C:20]=4[CH:21]=[C:5]3[C:4]=2[N:3]=1 |f:1.2|. Procedure details: To a degassed solution of 2-chloro-11-fluoro-6-((methylthio)methyl)-5,6-dihydroindolo[1,2-h][1,7]naphthyridine (100 mg, 0.3 mmol) in MeOH (2 mL) was added a solution of Oxone (185 mg, 0.3 mmol) in H2O (2 mL) at 0° C., and the mixture was stirred at 25° C. for 24 h. Then the mixture was diluted with water (5 mL) and extracted with EtOAc (5 mL×3). The combined organic layer was washed with brine (10 mL), dried over Na2SO4 and concentrated. The residue was purified by column chromatography (DCM:EA=... Reactants: C(C)(=O)OC1=CC(=CC=2CC[C@@H]3[C@@H]4CCC([C@@]4(C)CC[C@@H]3C12)=O)OC(C)=O (1,3-diacetoxy-8α-estra-1,3,5(10)-trien-17-one), Cl(=O)(=O)(=O)O (perchloric acid), CO (methanol), C(Cl)Cl (methylene chloride), CO (methanol). Procedure details: A solution of 3 g. of 1,3-diacetoxy-8α-estra-1,3,5(10)-trien-17-one in 9 ml. of methylene chloride and 18 ml. of methanol is combined at 0° C. and under nitrogen with 0.23 ml. of perchloric acid (70%) in 1 ml. of methanol; the mixture is then agitated for 3 days at room temperature. Then, the mixture is diluted with ethyl acetate and washed neutral with saturated sodium chloride solution. After drying and evaporation, 2.9 g. of 1,3-dihydroxy-8α-estra-1,3,5(10)-trien-17-one is obtained as an oily... Solvent: C(C)(=O)OCC (ethyl acetate). Product: OC1=CC(=CC=2CC[C@@H]3[C@@H]4CCC([C@@]4(C)CC[C@@H]3C12)=O)O (1,3-dihydroxy-8α-estra-1,3,5(10)-trien-17-one). Conditions: time 3 day. RXN SMILES: C([O:4][C:5]1[C:22]2[C@@H:21]3[C@@H:12]([C@H:13]4[C@@:17]([CH2:19][CH2:20]3)([CH3:18])[C:16](=[O:23])[CH2:15][CH2:14]4)[CH2:11][CH2:10][C:9]=2[CH:8]=[C:7]([O:24]C(=O)C)[CH:6]=1)(=O)C.C(Cl)Cl.CO.Cl(O)(=O)(=O)=O>C(OCC)(=O)C>[OH:4][C:5]1[C:22]2[C@@H:21]3[C@@H:12]([C@H:13]4[C@@:17]([CH2:19][CH2:20]3)([CH3:18])[C:16](=[O:23])[CH2:15][CH2:14]4)[CH2:11][CH2:10][C:9]=2[CH:8]=[C:7]([OH:24])[CH:6]=1. The reactants are FC1=CC=C(C=C1)C(=O)C1CCN(CC1)C (4-fluorophenyl 1-methylpiperidin-4-yl methanone), [BH4-].[Na+] (sodium borohydride). Run in CO (methanol). Reaction conditions: time 2 hour. Yields the product FC1=CC=C(C=C1)C(O)C1CCN(CC1)C (4-Fluorophenyl 1-methylpiperidin-4-yl methanol). Isolated yield 89.6%. As a reaction SMILES: [F:1][C:2]1[CH:7]=[CH:6][C:5]([C:8]([CH:10]2[CH2:15][CH2:14][N:13]([CH3:16])[CH2:12][CH2:11]2)=[O:9])=[CH:4][CH:3]=1.[BH4-].[Na+]>CO>[F:1][C:2]1[CH:7]=[CH:6][C:5]([CH:8]([CH:10]2[CH2:15][CH2:14][N:13]([CH3:16])[CH2:12][CH2:11]2)[OH:9])=[CH:4][CH:3]=1 |f:1.2|. Reported procedure: To a solution of 4-fluorophenyl 1-methylpiperidin-4-yl methanone 10.10 g (5 mmol) in 30 ml methanol was added in small portions sodium borohydride 0.378 g (10 mmol). The reaction mixture was stirred at room temperature for two hours, concentrated, added water and extracted with methylene chloride 2×50 ml. The combined organic solution was dried over sodium sulfate and concentrated to give 1.0 g of desired product in 90% yield. Starting materials: CC1=C(N=C(O1)C1=CC=CC=C1)COC1=CC=C(CN2N=C(C(=C2)CC(C(=O)OCC)C(=O)OCC)C=2SC=CC2)C=C1 (diethyl [1-[4-(5-methyl-2-phenyl-4-oxazolylmethoxy)benzyl]-3-(2-thienyl)-1H-pyrazol-4-yl]methylmalonate), [OH-].[Na+] (sodium hydroxide), Cl (hydrochloric acid). Run in C(C)O (ethanol). Run at temperature 110 celsius, time 2 hour. Product: CC1=C(N=C(O1)C1=CC=CC=C1)COC1=CC=C(CN2N=C(C(=C2)CCC(=O)O)C=2SC=CC2)C=C1 (3-[1-[4-(5-methyl-2-phenyl-4-oxazolylmethoxy)benzyl]-3-(2-thienyl)-1H-pyrazol-4-yl]propionic acid). The yield is 79.4%. RXN SMILES: [CH3:1][C:2]1[O:6][C:5]([C:7]2[CH:12]=[CH:11][CH:10]=[CH:9][CH:8]=2)=[N:4][C:3]=1[CH2:13][O:14][C:15]1[CH:43]=[CH:42][C:18]([CH2:19][N:20]2[CH:24]=[C:23]([CH2:25][CH:26](C(OCC)=O)[C:27]([O:29]CC)=[O:28])[C:22]([C:37]3[S:38][CH:39]=[CH:40][CH:41]=3)=[N:21]2)=[CH:17][CH:16]=1.[OH-].[Na+].Cl>C(O)C>[CH3:1][C:2]1[O:6][C:5]([C:7]2[CH:12]=[CH:11][CH:10]=[CH:9][CH:8]=2)=[N:4][C:3]=1[CH2:13][O:14][C:15]1[CH:43]=[CH:42][C:18]([CH2:19][N:20]2[CH:24]=[C:23]([CH2:25][CH2:26][C:27]([OH:29])=[O:28])[C:22]([C:37]3[S:38][CH:39]=[CH:40][CH:41]=3)=[N:21]2)=[CH:17][CH:16]=1 |f:1.2|. Reported procedure: A mixture of diethyl [1-[4-(5-methyl-2-phenyl-4-oxazolylmethoxy)benzyl]-3-(2-thienyl)-1H-pyrazol-4-yl]methylmalonate (6.08 g), 4N sodium hydroxide solution (10 ml), and ethanol (10 ml) was refluxed for 1 hour. After cooling, 1N hydrochloric acid (40 ml) was added to the mixture, and the mixture was extracted with ethyl acetate. The ethyl acetate layer was washed with saturated aqueous sodium chloride solution, dried (MgSO4), and concentrated. The resulting colorless oily substance was dissolved ...